Dataset: the Open Reaction Database (ORD), a public repository of structured organic reaction records. Task: describe an organic reaction: reactants, conditions, products, and yield The reactants are N(=O)OCCC(C)C (isopentyl nitrite), NC=1SC=C(N1)C(C(=O)O)=NOCC(=O)OC(C1=CC=CC=C1)C1=CC=CC=C1 (2-(2-aminothiazol-4-yl)-2-(benzhydryloxycarbonyl-methoxyimino)acetic acid). Solvent: O1CCCC1 (tetrahydrofuran), O1CCCC1 (tetrahydrofuran). The product is C(C1=CC=CC=C1)(C1=CC=CC=C1)OC(=O)CON=C(C(=O)O)C=1N=CSC1 (2-(benzhydryloxycarbonylmethoxyimino)-2-(4-thiazolyl)acetic acid). The yield is 48.0%. Reaction SMILES: N(OCCC(C)C)=O.N[C:10]1[S:11][CH:12]=[C:13]([C:15](=[N:19][O:20][CH2:21][C:22]([O:24][CH:25]([C:32]2[CH:37]=[CH:36][CH:35]=[CH:34][CH:33]=2)[C:26]2[CH:31]=[CH:30][CH:29]=[CH:28][CH:27]=2)=[O:23])[C:16]([OH:18])=[O:17])[N:14]=1>O1CCCC1>[CH:25]([O:24][C:22]([CH2:21][O:20][N:19]=[C:15]([C:13]1[N:14]=[CH:10][S:11][CH:12]=1)[C:16]([OH:18])=[O:17])=[O:23])([C:32]1[CH:37]=[CH:36][CH:35]=[CH:34][CH:33]=1)[C:26]1[CH:31]=[CH:30][CH:29]=[CH:28][CH:27]=1. Reported procedure: A solution of isopentyl nitrite (5.9 ml) in tetrahydrofuran (50 ml) was dropwise added to a mixture of 2-(2-aminothiazol-4-yl)-2-(benzhydryloxycarbonyl-methoxyimino)acetic acid (syn isomer) (10.6 g) in tetrahydrofuran (100 ml) at 50° to 55° C. under stirring and the mixture was stirred at 55° to 60° C. for 30 minutes. Tetrahydrofuran was evaporated in vacuo. The residue was dissolved in a mixture of ethyl acetate and water and the mixture was adjusted to pH 7.5 with 20% aqueous solution of potas... Reactants: S1C(=CC=C1)CC(=O)Cl ((2-thienyl)acetyl chloride), Cl.C(CC)NC1CCC2=CC3=C(OCC3)C=C2C1 (7-(N-n-Propylamino)-2,3,5,6,7,8-hexahydronaphtho[2,3-b]furan hydrochloride). Solvent: C1=CC=CC=C1 (benzene), C1=CC=CC=C1 (benzene), C(C)N(CC)CC (triethylamine), O (water). Run at time 3 hour. Product: C(CC)N(C(CC=1SC=CC1)=O)C1CCC2=CC3=C(OCC3)C=C2C1 (7-[N-n-Propyl-N-(2-thienylacetyl)amino]-2,3,5,6,7,8-hexahydronaphtho[2,3-b]furan). Isolated yield 22.0%. RXN SMILES: [S:1]1[CH:5]=[CH:4][CH:3]=[C:2]1[CH2:6][C:7](Cl)=[O:8].Cl.[CH2:11]([NH:14][CH:15]1[CH2:27][C:26]2[C:18](=[CH:19][C:20]3[CH2:24][CH2:23][O:22][C:21]=3[CH:25]=2)[CH2:17][CH2:16]1)[CH2:12][CH3:13]>C1C=CC=CC=1.C(N(CC)CC)C.O>[CH2:11]([N:14]([CH:15]1[CH2:27][C:26]2[C:18](=[CH:19][C:20]3[CH2:24][CH2:23][O:22][C:21]=3[CH:25]=2)[CH2:17][CH2:16]1)[C:7](=[O:8])[CH2:6][C:2]1[S:1][CH:5]=[CH:4][CH:3]=1)[CH2:12][CH3:13] |f:1.2|. Reported procedure: A solution of (2-thienyl)acetyl chloride in 15 ml of benzene is added dropwise to a solution of 13 g of the compound of Example 34 in 160 ml of benzene and 10.2 g of triethylamine. After being stirred at room temperature for 3 hours, the mixture is diluted with water, extracted with anhydrous sodium acetate and then evaporated under vacuum. After passage through a silica column using a mixture of methylene chloride and ethyl acetate (95:5) as eluant, 4 g of oil are obtained. Reactants: O=C(Cl)C(=O)Cl, ClCCl, O=C(O)c1csc([N+](=O)[O-])c1. Product: O=C(Cl)c1csc([N+](=O)[O-])c1. Reaction SMILES: [Cl:12][C:13]([C:14]([Cl:15])=[O:16])=[O:17].[Cl:18][CH2:19][Cl:20].[N+:1](=[O:2])([O-:3])[c:4]1[cH:5][c:6]([C:9](=[O:10])[OH:11])[cH:7][s:8]1>>[N+:1](=[O:2])([O-:3])[c:4]1[cH:5][c:6]([C:9](=[O:11])[Cl:12])[cH:7][s:8]1. Reactants: COC(=O)C1=NC=CC=C1O (3-hydroxy-pyridine-2-carboxylic acid methyl ester), [H-].[Na+] (sodium hydride), FC(S(=O)(=O)OCC(F)(F)F)(F)F (trifluoroethyl trifluoromethanesulfonate). The solvent is CN(C=O)C (N,N-dimethylformamide). Conditions: temperature 0 celsius, time 2 hour. Product: COC(=O)C1=NC=CC=C1OCC(F)(F)F (3-(2,2,2-trifluoro-ethoxy)-pyridine-2-carboxylic acid methyl ester). RXN SMILES: [CH3:1][O:2][C:3]([C:5]1[C:10]([OH:11])=[CH:9][CH:8]=[CH:7][N:6]=1)=[O:4].[H-].[Na+].FC(F)(F)S(O[CH2:20][C:21]([F:24])([F:23])[F:22])(=O)=O>CN(C)C=O>[CH3:1][O:2][C:3]([C:5]1[C:10]([O:11][CH2:20][C:21]([F:24])([F:23])[F:22])=[CH:9][CH:8]=[CH:7][N:6]=1)=[O:4] |f:1.2|. Procedure details: To a solution of 3-hydroxy-pyridine-2-carboxylic acid methyl ester (200 mg, 1.3 mmol) in N,N-dimethylformamide (2.0 ml) was added at 22° C. sodium hydride (55% in oil, 64 mg) and stirring was continued until gas evolution ceased. The suspension was cooled to 0° C. and treated with trifluoroethyl trifluoromethanesulfonate (728 mg) and stirring was continued at 22° C. for 2 hours. The mixture was partitioned between saturated sodium hydrogen-carbonate solution and ethyl acetate, and the organic la... The reactants are ClC=1C(=NC=NC1Cl)N (5,6-dichloropyrimidin-4-amine), NC[C@H]1[C@@H](CN(CC1)C(=O)OC(C)(C)C)O ((3S,4S)-tert-butyl 4-(aminomethyl)-3-hydroxypiperidine-1-carboxylate), O(C1=CC=CC=C1)C1=CC=C(C=C1)B(O)O ((4-phenoxyphenyl)boronic acid), Cl.CN(C/C=C/C(=O)O)C ((E)-4-(dimethylamino)but-2-enoic acid hydrochloride). The product is NC1=C(C(=NC=N1)NC[C@H]1[C@@H](CN(CC1)C(\C=C\CN(C)C)=O)O)C1=CC=C(C=C1)OC1=CC=CC=C1 ((E)-1-((3S,4S)-4-(((6-amino-5-(4-phenoxyphenyl)pyrimidin-4-yl)amino)methyl)-3-hydroxypiperidin-1-yl)-4-(dimethylamino)but-2-en-1-one). Reaction SMILES: Cl[C:2]1[C:3]([NH2:9])=[N:4][CH:5]=[N:6][C:7]=1Cl.[NH2:10][CH2:11][C@@H:12]1[CH2:17][CH2:16][N:15]([C:18]([O:20]C(C)(C)C)=O)[CH2:14][C@H:13]1[OH:25].[O:26]([C:33]1[CH:38]=[CH:37][C:36](B(O)O)=[CH:35][CH:34]=1)[C:27]1[CH:32]=[CH:31][CH:30]=[CH:29][CH:28]=1.Cl.[CH3:43][N:44]([CH3:51])[CH2:45]/[CH:46]=[CH:47]/C(O)=O>>[NH2:9][C:3]1[N:4]=[CH:5][N:6]=[C:7]([NH:10][CH2:11][C@@H:12]2[CH2:17][CH2:16][N:15]([C:18](=[O:20])/[CH:47]=[CH:46]/[CH2:45][N:44]([CH3:51])[CH3:43])[CH2:14][C@H:13]2[OH:25])[C:2]=1[C:30]1[CH:31]=[CH:32][C:27]([O:26][C:33]2[CH:38]=[CH:37][CH:36]=[CH:35][CH:34]=2)=[CH:28][CH:29]=1 |f:3.4|. Procedure details: (E)-1-((3S,4S)-4-(((6-amino-5-(4-phenoxyphenyl)pyrimidin-4-yl)amino)methyl)-3-hydroxypiperidin-1-yl)-4-(dimethylamino)but-2-en-1-one was prepared from 5,6-dichloropyrimidin-4-amine, (3S,4S)-tert-butyl 4-(aminomethyl)-3-hydroxypiperidine-1-carboxylate, (4-phenoxyphenyl)boronic acid and (E)-4-(dimethylamino)but-2-enoic acid hydrochloride according to general scheme 3 using methods S1, S2, S3, and S4D. HPLC purity: 99%. MS: m/z=503 [M+H]+. 1H NMR (CD3OD) δ 8.26 (s, 1H), 7.10-7.45 (m, 9H), 6.91 (d, ... Starting materials: CCC(=O)CC(=O)OC, CC(C)=O, CI, [K+], [K+], O=C([O-])[O-]. The product is CCC(=O)C(C)C(=O)OC. Reaction SMILES: [C:9]([CH2:10][CH3:11])(=[O:12])[CH2:13][C:14](=[O:15])[O:16][CH3:17].[CH3:18][C:19](=[O:20])[CH3:21].[CH3:1][I:2].[K+:3].[K+:4].[O-:5][C:6]([O-:7])=[O:8]>>[CH3:6][CH:13]([C:9]([CH2:10][CH3:11])=[O:12])[C:14](=[O:15])[O:16][CH3:17].